From a dataset of the Open Reaction Database (ORD), a public repository of structured organic reaction records. describe an organic reaction: reactants, conditions, products, and yield The reactants are CN(C)C=O, CCN(C(C)C)C(C)C, Cl, CC(C)(C)OC(=O)C(N)C(C)(C)C, Nc1ncc(-c2ccc(C(=O)O)nc2)cn1. The product is CC(C)(C)OC(=O)C(NC(=O)c1ccc(-c2cnc(N)nc2)cn1)C(C)(C)C. Reaction SMILES: [CH3:40][N:41]([CH3:42])[CH:43]=[O:44].[CH:1]([N:2]([CH2:3][CH3:4])[CH:5]([CH3:6])[CH3:7])([CH3:8])[CH3:9].[ClH:10].[NH2:11][CH:12]([C:13](=[O:14])[O:15][C:16]([CH3:17])([CH3:18])[CH3:19])[C:20]([CH3:21])([CH3:22])[CH3:23].[NH2:24][c:25]1[n:26][cH:27][c:28](-[c:31]2[cH:32][cH:33][c:34]([C:37](=[O:38])[OH:39])[n:35][cH:36]2)[cH:29][n:30]1>>[NH:11]([CH:12]([C:13](=[O:14])[O:15][C:16]([CH3:17])([CH3:18])[CH3:19])[C:20]([CH3:21])([CH3:22])[CH3:23])[C:37]([c:34]1[cH:33][cH:32][c:31](-[c:28]2[cH:27][n:26][c:25]([NH2:24])[n:30][cH:29]2)[cH:36][n:35]1)=[O:38].